Dataset: the Open Reaction Database (ORD), a public repository of structured organic reaction records. Task: describe an organic reaction: reactants, conditions, products, and yield Starting materials: solution, Cl (hydrochloric acid), C(N)(=O)C=1C=NN(C1)CC1CCN(CC1)C(=O)OC(C)(C)C (tert-butyl 4-(4-carbamoylpyrazol-1-ylmethyl)piperidine-1-carboxylate). Run in C(C)(C)O (isopropanol). Yields the product Cl.N1CCC(CC1)CN1N=CC(=C1)C(=O)N (1-(Piperidin-4-ylmethyl)-1H-pyrazole-4-carboxamide hydrochloride). Isolated yield 103.9%. As a reaction SMILES: [C:1]([C:4]1[CH:5]=[N:6][N:7]([CH2:9][CH:10]2[CH2:15][CH2:14][N:13](C(OC(C)(C)C)=O)[CH2:12][CH2:11]2)[CH:8]=1)(=[O:3])[NH2:2].[ClH:23]>C(O)(C)C>[ClH:23].[NH:13]1[CH2:14][CH2:15][CH:10]([CH2:9][N:7]2[CH:8]=[C:4]([C:1]([NH2:2])=[O:3])[CH:5]=[N:6]2)[CH2:11][CH2:12]1 |f:3.4|. Procedure: A suspension of 0.96 g (3.11 mmol) of tert-butyl 4-(4-carbamoylpyrazol-1-ylmethyl)piperidine-1-carboxylate, obtained in stage 13.1., in 25 ml of a 5N solution of hydrochloric acid (124 mmol) in isopropanol is stirred overnight. It is evaporated to dryness and then coevaporated twice with 25 ml of ethyl acetate. The product is resuspended in 25 ml of ethyl acetate. It is filtered, washed twice with 10 ml of ethyl acetate and dried under vacuum in order to obtain 0.91 g (3.23 mmol) of product in t... The reactants are C(C)OC(=O)N1CCC(CC1)NS(=O)(=O)C1=CC=C(C2=CC=CC=C12)CN (4-(4-aminomethyl-naphthalene-1-sulfonylamino)-piperidine-1-carboxylic acid ethyl ester), N1=CC=CC=C1 (pyridine), CC1=C(C(=O)Cl)C=CC=C1 (2-methyl-benzoyl chloride). The reagents and catalysts are CN(C1=CC=NC=C1)C (dimethyl-pyridin-4-yl-amine). Run in ClCCCl (DCE). Run at temperature 70 celsius, time 8 hour. Product: C(C)OC(=O)N1CCC(CC1)NS(=O)(=O)C1=CC=C(C2=CC=CC=C12)CNC(C1=C(C=CC=C1)C)=O (4-{4-[(2-Methyl-benzoylamino)-methyl]-naphthalene-1-sulfonylamino}-piperidine-1-carboxylic acid ethyl ester). Reaction SMILES: [CH2:1]([O:3][C:4]([N:6]1[CH2:11][CH2:10][CH:9]([NH:12][S:13]([C:16]2[C:25]3[C:20](=[CH:21][CH:22]=[CH:23][CH:24]=3)[C:19]([CH2:26][NH2:27])=[CH:18][CH:17]=2)(=[O:15])=[O:14])[CH2:8][CH2:7]1)=[O:5])[CH3:2].N1C=CC=CC=1.[CH3:34][C:35]1[CH:43]=[CH:42][CH:41]=[CH:40][C:36]=1[C:37](Cl)=[O:38]>ClCCCl.CN(C)C1C=CN=CC=1>[CH2:1]([O:3][C:4]([N:6]1[CH2:7][CH2:8][CH:9]([NH:12][S:13]([C:16]2[C:25]3[C:20](=[CH:21][CH:22]=[CH:23][CH:24]=3)[C:19]([CH2:26][NH:27][C:37](=[O:38])[C:36]3[CH:40]=[CH:41][CH:42]=[CH:43][C:35]=3[CH3:34])=[CH:18][CH:17]=2)(=[O:14])=[O:15])[CH2:10][CH2:11]1)=[O:5])[CH3:2]. Procedure: To a solution of 4-(4-aminomethyl-naphthalene-1-sulfonylamino)-piperidine-1-carboxylic acid ethyl ester (32) (60 mg, 0.153 mmol) in DCE (5 mL), was added pyridine (62 ul, 0.765 mmol), 2-methyl-benzoyl chloride (22 ul, 0.168 mmol) and dimethyl-pyridin-4-yl-amine (4 mg, 0.031 mmol). After stirring at 70° C. overnight, the resultant solution was concentrated in vacuo to give the crude product. Purification using reverse phase HPLC provided the title compound (G-1). LCMS showed m/z: 510 (M+H)+.